The task is: describe an organic reaction: reactants, conditions, products, and yield. This data is from the Open Reaction Database (ORD), a public repository of structured organic reaction records. Starting materials: Cc1ccccc1, ClP(c1ccccc1)c1ccccc1, CC(C)c1nc(N(C)S(C)(=O)=O)nc(-c2ccc(F)cc2)c1CO, [K+], [OH-], O. The product is CC(C)c1nc(N(C)S(C)(=O)=O)nc(-c2ccc(F)cc2)c1CP(=O)(c1ccccc1)c1ccccc1. RXN SMILES: [CH3:42][c:43]1[cH:44][cH:45][cH:46][cH:47][cH:48]1.[Cl:25][P:26]([c:27]1[cH:28][cH:29][cH:30][cH:31][cH:32]1)[c:33]1[cH:34][cH:35][cH:36][cH:37][cH:38]1.[F:1][c:2]1[cH:3][cH:4][c:5](-[c:8]2[n:9][c:10]([N:19]([S:20](=[O:21])(=[O:22])[CH3:23])[CH3:24])[n:11][c:12]([CH:16]([CH3:17])[CH3:18])[c:13]2[CH2:14][OH:15])[cH:6][cH:7]1.[K+:40].[OH-:39].[OH2:41]>>[F:1][c:2]1[cH:3][cH:4][c:5](-[c:8]2[n:9][c:10]([N:19]([S:20](=[O:21])(=[O:22])[CH3:23])[CH3:24])[n:11][c:12]([CH:16]([CH3:17])[CH3:18])[c:13]2[CH2:14][P:26]([c:27]2[cH:28][cH:29][cH:30][cH:31][cH:32]2)([c:33]2[cH:34][cH:35][cH:36][cH:37][cH:38]2)=[O:39])[cH:6][cH:7]1. As a reaction SMILES: [CH3:1][O:2][CH:3]1[CH:7]([CH:8]=[C:9]2SCCCS2)[CH2:6][CH:5]([O:15][CH3:16])[O:4]1.C[OH:18].C1[CH2:23][O:22]CC1.O>>[CH3:1][O:2][CH:3]1[CH:7]([CH2:8][C:9]([O:22][CH3:23])=[O:18])[CH2:6][CH:5]([O:15][CH3:16])[O:4]1 |f:1.2.3|. Run at temperature 80 celsius, time 5 hour. Starting materials: COC1OC(CC1C=C1SCCCS1)OC (2-(2,5-dimethoxy-tetrahydrofuran-3-yl-methylidene)-1, 3-dithiane), CO.C1CCOC1.O (MeOH THF H2O), mercuric chloride. Isolated yield 77.0%. Procedure details: Also according to a procedure from Boger, D. L.; Brotherton, C. E. J Org. Chem. 1984, 49, 4050-4055, to a solution of 2-(2,5-dimethoxy-tetrahydrofuran-3-yl-methylidene)-1, 3-dithiane (200 mg, 0.76 mmol) in a mixture of MeOH:THF:H2O (8:1:1; 10 mL) was added mercuric chloride (450 mg, 1.66 mmol). Upon heating at 80° C., a white precipitate formed, and after 5 hours at 80° C., the mixture was filtered through Celite. The collected solid was washed with EtOAc followed by aqueous. NH4Cl. The filtrate... Yields the product COC1OC(CC1CC(=O)OC)OC (methyl 2-(2,5-dimethoxy-tetrahydrofuran-3-yl)-acetate). The reactants are CO, [Na+], [OH-], O, CCOC(=O)C(OCC)Oc1ccc2ncccc2c1. The product is CCOC(Oc1ccc2ncccc2c1)C(=O)O. RXN SMILES: [CH3:24][OH:25].[Na+:22].[OH-:21].[OH2:23].[n:1]1[cH:2][cH:3][cH:4][c:5]2[cH:6][c:7]([O:11][CH:12]([C:13](=[O:14])[O:15][CH2:16][CH3:17])[O:18][CH2:19][CH3:20])[cH:8][cH:9][c:10]12>>[n:1]1[cH:2][cH:3][cH:4][c:5]2[cH:6][c:7]([O:11][CH:12]([C:13](=[O:14])[OH:15])[O:18][CH2:19][CH3:20])[cH:8][cH:9][c:10]12. Reactants: C[C@@H]1N(CCOC1)C1=NC(=NC(=C1)CS(=O)(=O)C)C1=CC=C(C=C1)NC(OC(C)(C)C)=O (tert-Butyl N-[4-[4-[(3S)-3-methylmorpholin-4-yl]-6-(methylsulfonylmethyl)pyrimidin-2-yl]phenyl]carbamate), Cl (hydrogenchloride). Solvent: CO (methanol), O1CCOCC1 (dioxane). Reaction conditions: time 8 hour. The product is C[C@@H]1N(CCOC1)C1=NC(=NC(=C1)CS(=O)(=O)C)C1=CC=C(N)C=C1 (4-[4-[(3S)-3-Methylmorpholin-4-yl]-6-(methylsulfonylmethyl)pyrimidin-2-yl]aniline). RXN SMILES: [CH3:1][C@H:2]1[CH2:7][O:6][CH2:5][CH2:4][N:3]1[C:8]1[CH:13]=[C:12]([CH2:14][S:15]([CH3:18])(=[O:17])=[O:16])[N:11]=[C:10]([C:19]2[CH:24]=[CH:23][C:22]([NH:25]C(=O)OC(C)(C)C)=[CH:21][CH:20]=2)[N:9]=1.Cl>CO.O1CCOCC1>[CH3:1][C@H:2]1[CH2:7][O:6][CH2:5][CH2:4][N:3]1[C:8]1[CH:13]=[C:12]([CH2:14][S:15]([CH3:18])(=[O:17])=[O:16])[N:11]=[C:10]([C:19]2[CH:24]=[CH:23][C:22]([NH2:25])=[CH:21][CH:20]=2)[N:9]=1. Procedure: tert-Butyl N-[4-[4-[(3S)-3-methylmorpholin-4-yl]-6-(methylsulfonylmethyl)pyrimidin-2-yl]phenyl]carbamate (1.09 g, 2.35 mmol) was dissolved in methanol (5 mL) and 4M hydrogenchloride in dioxane (5 mL) was added. The solution was stirred at room temperature overnight, then the mixture evaporated to a dark brown oil and dissolved in ethyl acetate (10 mL). Water (5 mL) was added followed by the addition of sodium bicarbonate solution until neutral pH was achieved (˜2 mL). The phases were separated a... The reactants are C(=O)(O)[O-].[Na+] (NaHCO3), FC1=C(C#N)C=CC(=C1)F (2,4-Difluorobenzonitrile), Cl.NC(=N)N (guanidine hydrochloride), [H-].[Na+] (sodium hydride). The solvent is CC(=O)N(C)C (dimethylacetamide). Conditions: temperature 150 celsius, time 8 hour. Product: FC1=CC=C2C(=NC(=NC2=C1)N)N (7-Fluoro-quinazolin-2,4-diamine). Isolated yield 28.1%. RXN SMILES: F[C:2]1[CH:9]=[C:8]([F:10])[CH:7]=[CH:6][C:3]=1[C:4]#[N:5].Cl.[NH2:12][C:13]([NH2:15])=[NH:14].[H-].[Na+].C([O-])(O)=O.[Na+]>CC(N(C)C)=O>[F:10][C:8]1[CH:9]=[C:2]2[C:3]([C:4]([NH2:5])=[N:14][C:13]([NH2:15])=[N:12]2)=[CH:6][CH:7]=1 |f:1.2,3.4,5.6|. Reported procedure: 2,4-Difluorobenzonitrile (2.78 g, 1 eq), guanidine hydrochloride (7.15 g, 3.74 eq), and sodium hydride (3.6 g, 7.6 eq) are added to dimethylacetamide (50 mL) and the resulting mixture is stirred at 150° C. for overnight. Then the reaction mixture is poured into sat'd NaHCO3 aq. solution (300 mL), extracted by EtOAc (3×200 mL). The combined organic layers is dried over Na2SO4, filtered, concentrated. The crude product is purified by flash chromatography to give 7-Fluoro-quinazolin-2,4-diamine (1 ... RXN SMILES: [Br:1][c:2]1[cH:3][cH:4][c:5]([O:10][CH3:11])[c:6]([CH:7]=[O:8])[cH:9]1.[OH:12][N+:13]([O-:14])=[O:15].[S:16](=[O:17])(=[O:18])([OH:19])[OH:20]>>[Br:1][c:2]1[cH:3][c:4]([N+:13](=[O:12])[O-:14])[c:5]([O:10][CH3:11])[c:6]([CH:7]=[O:8])[cH:9]1. The product is COc1c(C=O)cc(Br)cc1[N+](=O)[O-]. The reactants are COc1ccc(Br)cc1C=O, O=[N+]([O-])O, O=S(=O)(O)O. Reactants: NC([C@@H](CC=1N=NN(C1)[C@H]1C=2C=CC(=CC2CCC1)C(=O)O)NS(=O)(=O)C1=CC=C(C=C1)C)=O ((R)-5-(4-((R)-3-amino-2-(4-methylbenzenesulfonamido)-3-oxopropyl)-1H-1,2,3-triazol-1-yl)-5,6,7,8-tetrahydronaphthalene-2-carboxylic acid), CC(C)C[AlH]CC(C)C (DIBAL-H). The solvent is C1(=CC=CC=C1)C (toluene), C1(=CC=CC=C1)C (toluene). Run at temperature 0 celsius, time 3 hour. Product: OCC=1C=C2CCC[C@H](C2=CC1)N1N=NC(=C1)C[C@H](C(=O)N)NS(=O)(=O)C1=CC=C(C=C1)C ((R)-3-(1-((R)-6-(hydroxymethyl)-1,2,3,4-tetrahydro-naphthalen-1-yl)-1H-1,2,3-triazol-4-yl)-2-(4-methylbenzenesulfonamido)propanamide). As a reaction SMILES: [NH2:1][C:2](=[O:34])[C@H:3]([NH:23][S:24]([C:27]1[CH:32]=[CH:31][C:30]([CH3:33])=[CH:29][CH:28]=1)(=[O:26])=[O:25])[CH2:4][C:5]1[N:6]=[N:7][N:8]([C@@H:10]2[CH2:19][CH2:18][CH2:17][C:16]3[CH:15]=[C:14]([C:20](O)=[O:21])[CH:13]=[CH:12][C:11]2=3)[CH:9]=1.CC(C[AlH]CC(C)C)C>C1(C)C=CC=CC=1>[OH:21][CH2:20][C:14]1[CH:15]=[C:16]2[C:11](=[CH:12][CH:13]=1)[C@H:10]([N:8]1[CH:9]=[C:5]([CH2:4][C@@H:3]([NH:23][S:24]([C:27]3[CH:28]=[CH:29][C:30]([CH3:33])=[CH:31][CH:32]=3)(=[O:25])=[O:26])[C:2]([NH2:1])=[O:34])[N:6]=[N:7]1)[CH2:19][CH2:18][CH2:17]2. Procedure details: To a stirred solution of (R)-5-(4-((R)-3-amino-2-(4-methylbenzenesulfonamido)-3-oxopropyl)-1H-1,2,3-triazol-1-yl)-5,6,7,8-tetrahydronaphthalene-2-carboxylic acid (1.63 g, 3.28 mmol) in 40 mL toluene was added a solution of 1.5M DIBAL-H in toluene. The reaction mixture was stirred for 3 h and then cooled to 0° C. The reaction mixture was quenched by the slow addition of 10% HCl and extracted with EtOAc (3×). The extracts were dried over MgSO4, concentrated and purified by Sio2 (5% MeOH/CH2Cl2) to... Reactants: FC(OC1=CC=C(C=C1)C=CC(C=CC1=CC=C(C=C1)OC(F)(F)F)=O)(F)F (1,5-bis[p-(trifluoromethoxy)phenyl]-1,4-pentadien-3-one), I.N1C(=NCCCC1)NN (4,5,6,7-tetrahydro-1H-1,3-diazepine-2-ylhydrazine hydroiodide). Run in C(C)(C)O (isopropyl alcohol). Conditions: temperature -15 celsius, time 15 minute. The product is N1C(=NCCCC1)NN=C(C=CC1=CC=C(C=C1)OC(F)(F)F)C=CC1=CC=C(C=C1)OC(F)(F)F (1,5-Bis[p-(trifluoromethoxy)phenyl]-1,4-pentadien-3-one-4,5,6,7-tetrahydro-1H-1,3-diazepin-2-ylhydrazone). The yield is 74.2%. As a reaction SMILES: [F:1][C:2]([F:28])([F:27])[O:3][C:4]1[CH:9]=[CH:8][C:7]([CH:10]=[CH:11][C:12](=O)[CH:13]=[CH:14][C:15]2[CH:20]=[CH:19][C:18]([O:21][C:22]([F:25])([F:24])[F:23])=[CH:17][CH:16]=2)=[CH:6][CH:5]=1.I.[NH:30]1[CH2:36][CH2:35][CH2:34][CH2:33][N:32]=[C:31]1[NH:37][NH2:38]>C(O)(C)C>[NH:32]1[CH2:33][CH2:34][CH2:35][CH2:36][N:30]=[C:31]1[NH:37][N:38]=[C:12]([CH:13]=[CH:14][C:15]1[CH:20]=[CH:19][C:18]([O:21][C:22]([F:25])([F:24])[F:23])=[CH:17][CH:16]=1)[CH:11]=[CH:10][C:7]1[CH:8]=[CH:9][C:4]([O:3][C:2]([F:28])([F:27])[F:1])=[CH:5][CH:6]=1 |f:1.2|. Procedure details: A mixture of 1,5-bis[p-(trifluoromethoxy)phenyl]-1,4-pentadien-3-one (4.0 g; 0.01 mole), 4,5,6,7-tetrahydro-1H-1,3-diazepine-2-ylhydrazine hydroiodide (2.6 g; 0.01 mole) and isopropyl alcohol (25 ml) is heated at reflux for 2 to 3 hours. The reaction mixture is then cooled to -15° C., and the precipitated material is isolated by filtration and washed with ether. The isolated material is mixed with ether and saturated sodium carbonate solution and the mixture stirred for about 15 minutes. The eth... Starting materials: COc1ccc(-n2nc(N(C)C)cc2-c2ccc(OCc3ccccc3)cc2)cc1, CC(=O)O. Product: COc1ccc(-n2nc(N(C)C)cc2-c2ccc(O)cc2)cc1. Reaction SMILES: [CH2:1]([c:2]1[cH:3][cH:4][cH:5][cH:6][cH:7]1)[O:8][c:9]1[cH:10][cH:11][c:12](-[c:15]2[cH:16][c:17]([N:28]([CH3:29])[CH3:30])[n:18][n:19]2-[c:20]2[cH:21][cH:22][c:23]([O:26][CH3:27])[cH:24][cH:25]2)[cH:13][cH:14]1.[CH3:31][C:32](=[O:33])[OH:34]>>[OH:8][c:9]1[cH:10][cH:11][c:12](-[c:15]2[cH:16][c:17]([N:28]([CH3:29])[CH3:30])[n:18][n:19]2-[c:20]2[cH:21][cH:22][c:23]([O:26][CH3:27])[cH:24][cH:25]2)[cH:13][cH:14]1.